This data is from the Open Reaction Database (ORD), a public repository of structured organic reaction records. The task is: describe an organic reaction: reactants, conditions, products, and yield Reactants: C1(CC1)COC1=C(C=C(C=C1)C(F)F)C=1C2=C(N=CN1)C(=C(N2)C)C(=O)O (4-[2-(cyclopropylmethoxy)-5-(difluoromethyl)phenyl]-6-methyl-5H-pyrrolo[3,2-d]pyrimidine-7-carboxylic acid), Cl.N[C@@H]1C[C@H](CC1)NC(OC(C)(C)C)=O (tert-Butyl [(1S,3S)-3-aminocyclopentyl]carbamate hydrochloride). The product is C1(CC1)COC1=C(C=C(C=C1)C(F)F)C=1C2=C(N=CN1)C(=C(N2)C)C(=O)N[C@@H]2C[C@H](CC2)NC(OC(C)(C)C)=O (tert-Butyl {(1S,3S)-3-[({4-[2-(cyclopropylmethoxy)-5-(difluoromethyl)phenyl]-6-methyl-5H-pyrrolo[3,2-d]pyrimidin-7-yl}carbonyl)amino]cyclopentyl}carbamate). As a reaction SMILES: [CH:1]1([CH2:4][O:5][C:6]2[CH:11]=[CH:10][C:9]([CH:12]([F:14])[F:13])=[CH:8][C:7]=2[C:15]2[C:16]3[NH:23][C:22]([CH3:24])=[C:21]([C:25]([OH:27])=O)[C:17]=3[N:18]=[CH:19][N:20]=2)[CH2:3][CH2:2]1.Cl.[NH2:29][C@H:30]1[CH2:34][CH2:33][C@H:32]([NH:35][C:36](=[O:42])[O:37][C:38]([CH3:41])([CH3:40])[CH3:39])[CH2:31]1>>[CH:1]1([CH2:4][O:5][C:6]2[CH:11]=[CH:10][C:9]([CH:12]([F:14])[F:13])=[CH:8][C:7]=2[C:15]2[C:16]3[NH:23][C:22]([CH3:24])=[C:21]([C:25]([NH:29][C@H:30]4[CH2:34][CH2:33][C@H:32]([NH:35][C:36](=[O:42])[O:37][C:38]([CH3:40])([CH3:39])[CH3:41])[CH2:31]4)=[O:27])[C:17]=3[N:18]=[CH:19][N:20]=2)[CH2:3][CH2:2]1 |f:1.2|. Procedure details: Starting from 4-[2-(cyclopropylmethoxy)-5-(difluoromethyl)phenyl]-6-methyl-5H-pyrrolo[3,2-d]pyrimidine-7-carboxylic acid (example D.g1) and tert-butyl [(1S,3S)-3-aminocyclopentyl]carbamate hydrochloride (example C6) the title compound is obtained as pale yellow foam. Starting materials: O=C(CBr)c1ccc(Cl)cc1Cl, CNC. The product is CN(C)CC(=O)c1ccc(Cl)cc1Cl. As a reaction SMILES: [Br:1][CH2:2][C:3](=[O:4])[c:5]1[c:6]([Cl:12])[cH:7][c:8]([Cl:11])[cH:9][cH:10]1.[CH3:13][NH:14][CH3:15]>>[CH2:2]([C:3](=[O:4])[c:5]1[c:6]([Cl:12])[cH:7][c:8]([Cl:11])[cH:9][cH:10]1)[N:14]([CH3:13])[CH3:15]. Reactants: ClC(Cl)Cl, O=C(CSc1nc(CO)cs1)NCC1CN(Cc2ccc(Cl)c(Cl)c2)CCO1, [Mg+2], O=S(=O)([O-])[O-]. Yields the product O=Cc1csc(SCC(=O)NCC2CN(Cc3ccc(Cl)c(Cl)c3)CCO2)n1. RXN SMILES: [CH:35]([Cl:36])([Cl:37])[Cl:38].[Cl:1][c:2]1[cH:3][c:4]([CH2:5][N:6]2[CH2:7][CH:8]([CH2:12][NH:13][C:14]([CH2:15][S:16][c:17]3[s:18][cH:19][c:20]([CH2:22][OH:23])[n:21]3)=[O:24])[O:9][CH2:10][CH2:11]2)[cH:25][cH:26][c:27]1[Cl:28].[Mg+2:29].[O-:30][S:31](=[O:32])(=[O:33])[O-:34]>>[Cl:1][c:2]1[cH:3][c:4]([CH2:5][N:6]2[CH2:7][CH:8]([CH2:12][NH:13][C:14]([CH2:15][S:16][c:17]3[s:18][cH:19][c:20]([CH:22]=[O:23])[n:21]3)=[O:24])[O:9][CH2:10][CH2:11]2)[cH:25][cH:26][c:27]1[Cl:28].